This data is from the Open Reaction Database (ORD), a public repository of structured organic reaction records. The task is: describe an organic reaction: reactants, conditions, products, and yield Starting materials: O=C1c2ccccc2CC1Br, Fc1ccc(Cc2ccc(C3CCNCC3)cc2)cc1. The product is O=C1c2ccccc2CC1N1CCC(c2ccc(Cc3ccc(F)cc3)cc2)CC1. Reaction SMILES: [Br:21][CH:22]1[C:23](=[O:31])[c:24]2[cH:25][cH:26][cH:27][cH:28][c:29]2[CH2:30]1.[F:1][c:2]1[cH:3][cH:4][c:5]([CH2:8][c:9]2[cH:10][cH:11][c:12]([CH:15]3[CH2:16][CH2:17][NH:18][CH2:19][CH2:20]3)[cH:13][cH:14]2)[cH:6][cH:7]1>>[F:1][c:2]1[cH:3][cH:4][c:5]([CH2:8][c:9]2[cH:10][cH:11][c:12]([CH:15]3[CH2:16][CH2:17][N:18]([CH:22]4[C:23](=[O:31])[c:24]5[cH:25][cH:26][cH:27][cH:28][c:29]5[CH2:30]4)[CH2:19][CH2:20]3)[cH:13][cH:14]2)[cH:6][cH:7]1.